Dataset: the Open Reaction Database (ORD), a public repository of structured organic reaction records. Task: describe an organic reaction: reactants, conditions, products, and yield The reactants are C(C)(C)(C)[SiH2]OC(C1C(C(N(C1)C1CCCCCC1)=O)(C)C)(C)C (4-(tert-Butyl-dimethyl-silanyloxymethyl)-1-cycloheptyl-3,3-dimethyl-pyrrolidin-2-one), CC(=O)OI1(C=2C=CC=CC2C(=O)O1)(OC(=O)C)OC(=O)C (Dess-Martin periodinane). The reagents and catalysts are Cl (HCl). Run in CO (methanol). Run at time 1 hour. Product: C1(CCCCCC1)N1CC(C(C1=O)(C)C)C=O (1-Cycloheptyl-4,4-dimethyl-5-oxo-pyrrolidine-3-carbaldehyde). As a reaction SMILES: C([SiH2][O:6][C:7](C)(C)[CH:8]1[CH2:12][N:11]([CH:13]2[CH2:19][CH2:18][CH2:17][CH2:16][CH2:15][CH2:14]2)[C:10](=[O:20])[C:9]1([CH3:22])[CH3:21])(C)(C)C.CC(OI1(OC(C)=O)(OC(C)=O)OC(=O)C2C=CC=CC1=2)=O>CO.Cl>[CH:13]1([N:11]2[C:10](=[O:20])[C:9]([CH3:21])([CH3:22])[CH:8]([CH:7]=[O:6])[CH2:12]2)[CH2:14][CH2:15][CH2:16][CH2:17][CH2:18][CH2:19]1. Reported procedure: To a solution of Example 1D (0.168 mg, 0.475 mmoles) in methanol (1.5 mL), two drops of 12M HCl was added and stirred for one hour. The solvent was evaporated in vacuo. The residue was taken in dichloromethane (2.5 mL) and Dess-Martin periodinane (0.25 gm, 0.593 mmoles) was added and stirred at room temperature for two hours. The reaction was quenched with 10% sodium bisulfite and extracted with dichloromethane. The organic phase was washed with water, dried with MgSO4, filtered, and evaporated ... Starting materials: C(=O)(C(F)(F)F)O (TFA), C(C)(C)(C)OC(N(C)CC(NCCCCCN1C[C@@H](CC1)C(C1=CC=CC=C1)(C1=CC=CC=C1)C(N)=O)=O)=O (({5-[(S)-3-(carbamoyldiphenylmethyl)pyrrolidin-1-yl]pentylcarbamoyl}methyl)methylcarbamic acid tert-butyl ester), Cl (HCl). Run in C(Cl)Cl (DCM), O1CCOCC1 (dioxane). Conditions: time 2 hour. Yields the product CNCC(=O)NCCCCCN1C[C@@H](CC1)C(C(=O)N)(C1=CC=CC=C1)C1=CC=CC=C1 (2-{(S) 1-[5-(2-Methylaminoacetylamino)pentyl]-pyrrolidin3-yl}-2,2-diphenylacetamide). Isolated yield 91.7%. RXN SMILES: C(O[C:6](=O)[N:7]([CH2:9][C:10](=[O:38])[NH:11][CH2:12][CH2:13][CH2:14][CH2:15][CH2:16][N:17]1[CH2:21][CH2:20][C@@H:19]([C:22]([C:35](=[O:37])[NH2:36])([C:29]2[CH:34]=[CH:33][CH:32]=[CH:31][CH:30]=2)[C:23]2[CH:28]=[CH:27][CH:26]=[CH:25][CH:24]=2)[CH2:18]1)C)(C)(C)C.Cl.C(O)(C(F)(F)F)=O>C(Cl)Cl.O1CCOCC1>[CH3:6][NH:7][CH2:9][C:10]([NH:11][CH2:12][CH2:13][CH2:14][CH2:15][CH2:16][N:17]1[CH2:21][CH2:20][C@@H:19]([C:22]([C:29]2[CH:30]=[CH:31][CH:32]=[CH:33][CH:34]=2)([C:23]2[CH:28]=[CH:27][CH:26]=[CH:25][CH:24]=2)[C:35]([NH2:36])=[O:37])[CH2:18]1)=[O:38]. Reported procedure: To a stirred solution of ({5-[(S)-3-(carbamoyldiphenylmethyl)pyrrolidin-1-yl]pentylcarbamoyl}methyl)methylcarbamic acid tert-butyl ester (23.47 g, 43.7 mmol) in DCM (60 mL) was added 4 N HCl in dioxane (100 mL). The reaction mixture was stirred at room temperature for 2 hours and then concentrated to dryness. The residue was dissolved in water (100 mL) and this solution was washed with DCM (4×60 mL). The aqueous phase was then made basic with 20% aqueous potassium carbonate and extracted with DC... Reactants: ClC=1C=C(CN(C(C=C2OC(OC2=O)(C)C)=O)C)C=CC1Cl (N-(3,4-Dichloro-benzyl)-2-(2,2-dimethyl-5-oxo-[1,3]dioxolan-4-ylidene)-N-methyl-acetamide), ClC=1C=C(CN(C(C=C2OC(OC2=O)(C)C)=O)C)C=CC1Cl (N-(3,4-Dichloro-benzyl)-2-(2,2-dimethyl-5-oxo-[1,3]dioxolan-4-ylidene)-N-methyl-acetamide), C=O (paraformaldehyde), NCCC(=O)N (β-alaninamide), ClC=1C=C(CN(C(=O)C2=C(C(N(C2)CCC(=O)NCCC(=O)O)=O)O)C)C=CC1Cl (3-(3-{4-[(3,4-Dichloro-benzyl)-methyl-carbamoyl]-3-hydroxy-2oxo-2,5-dihydro-pyrrol-1-yl}-propionylamino)-propionic acid). Product: ClC=1C=C(CN(C(=O)C=2CN(C(C2O)=O)CCC(N)=O)C)C=CC1Cl (1-(2-Carbamoyl-ethyl)-4-hydroxy-5-oxo-2,5-dihydro-1H-pyrrole-3-carboxylic acid (3,4-dichloro-benzyl)-methyl-amide). Yield: 7.0%. RXN SMILES: ClC1C=C(C=CC=1Cl)CN(C)C(=O)C=C1C(=O)OC(C)(C)O1.C=O.NCCC(N)=O.[Cl:31][C:32]1[CH:33]=[C:34]([CH:57]=[CH:58][C:59]=1[Cl:60])[CH2:35][N:36]([CH3:56])[C:37]([C:39]1[CH2:43][N:42]([CH2:44][CH2:45][C:46]([NH:48]CCC(O)=O)=[O:47])[C:41](=[O:54])[C:40]=1[OH:55])=[O:38]>>[Cl:31][C:32]1[CH:33]=[C:34]([CH:57]=[CH:58][C:59]=1[Cl:60])[CH2:35][N:36]([CH3:56])[C:37]([C:39]1[CH2:43][N:42]([CH2:44][CH2:45][C:46](=[O:47])[NH2:48])[C:41](=[O:54])[C:40]=1[OH:55])=[O:38]. Reported procedure: N-(3,4-Dichloro-benzyl)-2-(2,2-dimethyl-5-oxo-[1,3]dioxolan-4-ylidene)-N-methyl-acetamide (Compound 37-A) was treated with paraformaldehyde and β-alaninamide as described in the preparation of Compound 37. The title compound was purified by chromatography (YMC Combiprep ODS-A, 30 mm×50 mm, MeOH/H2O/0.1% TFA) to yield the title compound as an amber powder (0.0158 g, 7% yield). 1H NMR (300 MHz, CDCl3) δ: 2.68 (t, J=5.9 Hz, 2H), 3.02 (s, 3H), 3.79 (d, J=5.9 Hz, 2H), 4.29 (s, 2H), 4.58 (s, 2H), 6.23... Starting materials: N1C(=NC2=C1C=CC=C2)SCC2=C(C(=CC(=C2)C)C)N (2-[(1H-Benzimidazol-2-ylthio)methyl]-4,6-dimethylbenzenamine), C(C)OCC (diethylether). Product: O.N1C(=NC2=C1C=CC=C2)S(=O)CC2=C(C(=CC(=C2)C)C)N.N2C(=NC1=C2C=CC=C1)S(=O)CC1=C(C(=CC(=C1)C)C)N (2-[(1H-Benzimidazol-2-ylsulfinyl)methyl]-4,6-dimethylbenzenamine hemihydrate). Reaction SMILES: [NH:1]1[C:5]2[CH:6]=[CH:7][CH:8]=[CH:9][C:4]=2[N:3]=[C:2]1[S:10][CH2:11][C:12]1[CH:17]=[C:16]([CH3:18])[CH:15]=[C:14]([CH3:19])[C:13]=1[NH2:20].C([O:23]CC)C>>[OH2:23].[NH:1]1[C:5]2[CH:6]=[CH:7][CH:8]=[CH:9][C:4]=2[N:3]=[C:2]1[S:10]([CH2:11][C:12]1[CH:17]=[C:16]([CH3:18])[CH:15]=[C:14]([CH3:19])[C:13]=1[NH2:20])=[O:23].[NH:1]1[C:5]2[CH:6]=[CH:7][CH:8]=[CH:9][C:4]=2[N:3]=[C:2]1[S:10]([CH2:11][C:12]1[CH:17]=[C:16]([CH3:18])[CH:15]=[C:14]([CH3:19])[C:13]=1[NH2:20])=[O:23] |f:2.3.4|. Procedure details: The title compound was prepared by the method of Example 3 using 950 mg of the title product of Example 29 instead of the title product of Example 2. Trituration with diethylether gave 434 mg of the title compound. Analysis. Calc'd. for C16H17N3OS*½ H2O: C, 62.23; H, 5.88; N, 13.63; S, 10.40. Found: C, 62.39; H, 5.72; N, 13.50; S, 10.65. The product is O=C1NC(=O)C(Cc2ccc(OCC3NC(=O)c4ccccc4O3)cc2)S1. RXN SMILES: [CH2:11]([O:12][CH:14]([O:13][CH2:31][CH3:32])[CH2:15][O:16][c:17]1[cH:18][cH:19][c:20]([CH2:23][CH:24]2[C:25](=[O:30])[NH:26][C:27](=[O:29])[S:28]2)[cH:21][cH:22]1)[CH3:33].[CH:34]([Cl:35])([Cl:36])[Cl:37].[NH2:1][C:2](=[O:3])[c:4]1[cH:5][cH:6][cH:7][cH:8][c:9]1[OH:10]>>[NH:1]1[C:2](=[O:3])[c:4]2[cH:5][cH:6][cH:7][cH:8][c:9]2[O:10][CH:14]1[CH2:15][O:16][c:17]1[cH:18][cH:19][c:20]([CH2:23][CH:24]2[C:25](=[O:30])[NH:26][C:27](=[O:29])[S:28]2)[cH:21][cH:22]1. Starting materials: CCOC(COc1ccc(CC2SC(=O)NC2=O)cc1)OCC, ClC(Cl)Cl, NC(=O)c1ccccc1O.